This data is from the Open Reaction Database (ORD), a public repository of structured organic reaction records. The task is: describe an organic reaction: reactants, conditions, products, and yield Starting materials: ClC=1N(C(C=2NC(=NC2N1)C=1C=NN(C1)CC1=CC(=CC=C1)C(F)(F)F)=O)CCC (2-Chloro-1-propyl-8-[1-(3-trifluoromethyl-benzyl)-1H-pyrazol-4-yl]-1,7-dihydro-purin-6-one), C(C)[Mg]Br (ethyl magnesium bromide). The reagents and catalysts are [Cl-].[Zn+2].[Cl-] (zinc chloride), C=1C=CC(=CC1)[P](C=2C=CC=CC2)(C=3C=CC=CC3)[Pd]([P](C=4C=CC=CC4)(C=5C=CC=CC5)C=6C=CC=CC6)([P](C=7C=CC=CC7)(C=8C=CC=CC8)C=9C=CC=CC9)[P](C=1C=CC=CC1)(C=1C=CC=CC1)C=1C=CC=CC1 (Pd(PPh3)4). Run in O1CCOCC1 (dioxane). Conditions: temperature 50 celsius. The product is C(C)C=1N(C(C=2NC(=NC2N1)C=1C=NN(C1)CC1=CC(=CC=C1)C(F)(F)F)=O)CCC (2-Ethyl-1-propyl-8-[1-(3-trifluoromethyl-benzyl)-1H-pyrazol-4-yl]-1,7-dihydro-purin-6-one). Yield: 9.7%. RXN SMILES: Cl[C:2]1[N:3]([CH2:28][CH2:29][CH3:30])[C:4](=[O:27])[C:5]2[NH:6][C:7]([C:11]3[CH:12]=[N:13][N:14]([CH2:16][C:17]4[CH:22]=[CH:21][CH:20]=[C:19]([C:23]([F:26])([F:25])[F:24])[CH:18]=4)[CH:15]=3)=[N:8][C:9]=2[N:10]=1.[CH2:31]([Mg]Br)[CH3:32]>O1CCOCC1.[Cl-].[Zn+2].[Cl-].C1C=CC([P]([Pd]([P](C2C=CC=CC=2)(C2C=CC=CC=2)C2C=CC=CC=2)([P](C2C=CC=CC=2)(C2C=CC=CC=2)C2C=CC=CC=2)[P](C2C=CC=CC=2)(C2C=CC=CC=2)C2C=CC=CC=2)(C2C=CC=CC=2)C2C=CC=CC=2)=CC=1>[CH2:31]([C:2]1[N:3]([CH2:28][CH2:29][CH3:30])[C:4](=[O:27])[C:5]2[NH:6][C:7]([C:11]3[CH:12]=[N:13][N:14]([CH2:16][C:17]4[CH:22]=[CH:21][CH:20]=[C:19]([C:23]([F:26])([F:25])[F:24])[CH:18]=4)[CH:15]=3)=[N:8][C:9]=2[N:10]=1)[CH3:32] |f:3.4.5,^1:47,49,68,87|. Procedure: To a solution of 2-Chloro-1-propyl-8-[1-(3-trifluoromethyl-benzyl)-1H-pyrazol-4-yl]-1,7-dihydro-purin-6-one (0.1 g, 0.239 mmol) in dioxane (5 ml) under argon was added ethyl magnesium bromide (0.05 g, 1.146 mmol, 1M solution) and 1M zinc chloride (0.031 g, 2.39 mmol, 1M). To this solution Pd(PPh3)4 (0.026 g, 0.0239 mmol) was added. The reaction mixture was heated at 50° C. for overnight. The reaction mixture was filtered through celite pad and the solvents were removed under reduced pressure. Th... The reactants are Cl (HCl), [BH4-].[Na+] (Sodium borohydride), ice, FC1=C(C=C(C=C1)F)C1C(=CC(CS1)O)[N+](=O)[O-] (6-(2,5-difluorophenyl)-5-nitro-3,6-dihydro-2H-thiopyran-3-ol), C(=O)(O)[O-].[Na+] (NaHCO3). Solvent: CO (MeOH), CCOC(=O)C (EtOAc). Run at time 18 hour. Yields the product FC1=C(C=C(C=C1)F)[C@@H]1[C@H](CC(CS1)O)[N+](=O)[O-] ((5S,6R)-6-(2,5-Difluorophenyl)-5-nitrotetrahydro-2H-thiopyran-3-ol). RXN SMILES: [BH4-].[Na+].[F:3][C:4]1[CH:9]=[CH:8][C:7]([F:10])=[CH:6][C:5]=1[CH:11]1[S:16][CH2:15][CH:14]([OH:17])[CH:13]=[C:12]1[N+:18]([O-:20])=[O:19].Cl.C([O-])(O)=O.[Na+]>CO.CCOC(C)=O>[F:3][C:4]1[CH:9]=[CH:8][C:7]([F:10])=[CH:6][C:5]=1[C@H:11]1[S:16][CH2:15][CH:14]([OH:17])[CH2:13][C@@H:12]1[N+:18]([O-:20])=[O:19] |f:0.1,4.5|. Reported procedure: Sodium borohydride (190 mg, 5.03 mmol) 37.8 was added over 10 min to an ice cold solution of 6-(2,5-difluorophenyl)-5-nitro-3,6-dihydro-2H-thiopyran-3-ol 4 (570 mg, 2.08 mmol) in MeOH (25 mL). The mixture was slowly warmed to room temperature and stirred for an additional 18 h. The orange solution was cooled in an ice bath and 2N HCl (2.6 mL, 5.2 mmol) was added dropwise. After 5 min, the solution was added to a mixture of EtOAc (100 mL) and saturated aqueous NaHCO3 (50 mL), the aqueous layer wa... The reactants are O=C([O-])[O-], O=[N+]([O-])c1ccc(F)cc1, [K+], [K+], COc1cccc(C=O)c1O, CN(C)C=O, O. The product is COc1cccc(C=O)c1Oc1ccc([N+](=O)[O-])cc1. RXN SMILES: [C:22](=[O:23])([O-:24])[O-:25].[F:1][c:2]1[cH:3][cH:4][c:5]([N+:8](=[O:9])[O-:10])[cH:6][cH:7]1.[K+:26].[K+:27].[O:11]=[CH:12][c:13]1[c:14]([OH:15])[c:16]([O:17][CH3:18])[cH:19][cH:20][cH:21]1.[O:28]=[CH:29][N:30]([CH3:31])[CH3:32].[OH2:33]>>[c:2]1([O:15][c:14]2[c:13]([CH:12]=[O:11])[cH:21][cH:20][cH:19][c:16]2[O:17][CH3:18])[cH:3][cH:4][c:5]([N+:8](=[O:9])[O-:10])[cH:6][cH:7]1. Reactants: C[S@@](=O)C1=CC=C(C=C1)C ((R)-(+)-methyl p-tolylsulfoxide), ClC=1C=C(C2=C(CCO2)C1)C(CC(C(F)(F)F)=O)(C)C (4-(5-Chloro-2,3-dihydrobenzofuran-7-yl)-1,1,1-trifluoro-4-methylpentan-2-one), C1CCOC1 (THF), LDA mono(tetrahydrofuran), solution, C1CCCCC1 (cyclohexane), C1CCOC1 (THF). Run at time 15 minute. Yields the product ClC=1C=C(C2=C(CCO2)C1)C(C[C@@](C(F)(F)F)(O)C[S@@](=O)C1=CC=C(C=C1)C)(C)C ((S)-4-(5-chloro-2,3-dihydrobenzofuran-7-yl)-1,1,1-trifluoro-4-methyl-2-((R)-toluene-4-sulfinylmethyl)pentan-2-ol), ClC=1C=C(C2=C(CCO2)C1)C(C[C@](C(F)(F)F)(O)C[S@@](=O)C1=CC=C(C=C1)C)(C)C ((R)-4-(5-chloro-2,3-dihydrobenzofuran-7-yl)-1,1,1-trifluoro-4-methyl-2-((R)-toluene-4-sulfinylmethyl)pentan-2-ol). Yield: 25.0%. Reaction SMILES: [CH3:1][S@:2]([C:4]1[CH:9]=[CH:8][C:7]([CH3:10])=[CH:6][CH:5]=1)=[O:3].C1CCCCC1.[Cl:17][C:18]1[CH:19]=[C:20]([C:27]([CH3:36])([CH3:35])[CH2:28][C:29](=[O:34])[C:30]([F:33])([F:32])[F:31])[C:21]2[O:25][CH2:24][CH2:23][C:22]=2[CH:26]=1.C1COCC1>>[Cl:17][C:18]1[CH:19]=[C:20]([C:27]([CH3:36])([CH3:35])[CH2:28][C@:29]([CH2:1][S@:2]([C:4]2[CH:9]=[CH:8][C:7]([CH3:10])=[CH:6][CH:5]=2)=[O:3])([OH:34])[C:30]([F:31])([F:32])[F:33])[C:21]2[O:25][CH2:24][CH2:23][C:22]=2[CH:26]=1.[Cl:17][C:18]1[CH:19]=[C:20]([C:27]([CH3:36])([CH3:35])[CH2:28][C@@:29]([CH2:1][S@:2]([C:4]2[CH:9]=[CH:8][C:7]([CH3:10])=[CH:6][CH:5]=2)=[O:3])([OH:34])[C:30]([F:31])([F:32])[F:33])[C:21]2[O:25][CH2:24][CH2:23][C:22]=2[CH:26]=1. Procedure: To a suspension of (R)-(+)-methyl p-tolylsulfoxide (1.00 g, 6.48 mmol) in 10 mL, of anhydrous THF at −78° C. was added LDA mono(tetrahydrofuran), 1.5 M solution in cyclohexane (4.32 mL, 6.48 mmol) over 5 minutes. The resulting clear yellow solution was stirred for an additional 15 minutes. 4-(5-Chloro-2,3-dihydrobenzofuran-7-yl)-1,1,1-trifluoro-4-methylpentan-2-one (1.81 g, 5.90 mmol) was then added via cannula with the aid of 4 mL of THF over 5 minutes. After 1 hour at −78° C., the reaction mix...